From a dataset of the Open Reaction Database (ORD), a public repository of structured organic reaction records. describe an organic reaction: reactants, conditions, products, and yield Starting materials: ClCC1=CC=C(OCC2=NC3=CC=CC=C3C=C2)C=C1 (2-(4-chloromethylphenoxy)methyl quinoline), C(=O)(OCC)C=1OC2=CC(=CC(=C2C(C1C1=CC=C(C=C1)OC)=O)O)O (2-carboethoxy-5,7-dihydroxy-4'-methoxy isoflavone), C([O-])([O-])=O.[K+].[K+] (potassium carbonate). Run in CC(=O)C (acetone). Yields the product C(=O)(OCC)C=1OC2=C(C(C1C1=CC=C(C=C1)OC)=O)C(=CC(=C2)OCC2=CC=C(C=C2)OCC2=NC1=CC=CC=C1C=C2)O (2-carboethoxy-5-hydroxy-3-(4-methoxyphenyl)-7-(4-(quinolin-2- ylmethoxy)benzyloxy)-4-oxo-4H-1-benzopyran). Reaction SMILES: Cl[CH2:2][C:3]1[CH:20]=[CH:19][C:6]([O:7][CH2:8][C:9]2[CH:18]=[CH:17][C:16]3[C:11](=[CH:12][CH:13]=[CH:14][CH:15]=3)[N:10]=2)=[CH:5][CH:4]=1.[C:21]([C:26]1[O:27][C:28]2[C:33]([C:34](=[O:44])[C:35]=1[C:36]1[CH:41]=[CH:40][C:39]([O:42][CH3:43])=[CH:38][CH:37]=1)=[C:32]([OH:45])[CH:31]=[C:30]([OH:46])[CH:29]=2)([O:23][CH2:24][CH3:25])=[O:22].C(=O)([O-])[O-].[K+].[K+]>CC(C)=O>[C:21]([C:26]1[O:27][C:28]2[CH:29]=[C:30]([O:46][CH2:2][C:3]3[CH:20]=[CH:19][C:6]([O:7][CH2:8][C:9]4[CH:18]=[CH:17][C:16]5[C:11](=[CH:12][CH:13]=[CH:14][CH:15]=5)[N:10]=4)=[CH:5][CH:4]=3)[CH:31]=[C:32]([OH:45])[C:33]=2[C:34](=[O:44])[C:35]=1[C:36]1[CH:41]=[CH:40][C:39]([O:42][CH3:43])=[CH:38][CH:37]=1)([O:23][CH2:24][CH3:25])=[O:22] |f:2.3.4|. Reported procedure: 0.62 g of 2-(4-chloromethylphenoxy)methyl quinoline, 0.78 g of 2-carboethoxy-5,7-dihydroxy-4'-methoxy isoflavone and 0.31 g potassium carbonate are refluxed in 30 ml of acetone for 17 hours. The mixture was concentrated and the crude product purified by flash chromatography on silica gel and crystallized from toluene to give 2-carboethoxy-5-hydroxy-3-(4-methoxyphenyl)-7-(4-(quinolin-2- ylmethoxy)benzyloxy)-4-oxo-4H-1-benzopyran.